From a dataset of the Open Reaction Database (ORD), a public repository of structured organic reaction records. describe an organic reaction: reactants, conditions, products, and yield The reactants are FC1=CC=C(COC=2C=CC(=C(C2)CC(=O)O)I)C=C1 ((5-(4-fluoro-benzyloxy)-2-iodo-phenyl]-acetic acid), C(=O)(N1C=NC=C1)N1C=NC=C1 (1,1′-carbonyl-diimidazole), CN(C)C=O (N,N′-dimethylformamide), O (Water). Reaction conditions: temperature 50 celsius, time 1.5 hour. Yields the product FC1=CC=C(COC=2C=CC(=C(C2)CC(=O)N[C@H](C(=O)N)C)I)C=C1 (2-(S)-{2-[5-(4-Fluoro-benzyloxy)-2-iodo-phenyl]-acetylamino}-propionamide). Reaction SMILES: [F:1][C:2]1[CH:20]=[CH:19][C:5]([CH2:6][O:7][C:8]2[CH:9]=[CH:10][C:11]([I:18])=[C:12]([CH2:14][C:15]([OH:17])=O)[CH:13]=2)=[CH:4][CH:3]=1.C(N1C=CN=C1)([N:23]1[CH:27]=[CH:26]N=C1)=O.O.C[N:35]([CH:37]=[O:38])C>>[F:1][C:2]1[CH:3]=[CH:4][C:5]([CH2:6][O:7][C:8]2[CH:9]=[CH:10][C:11]([I:18])=[C:12]([CH2:14][C:15]([NH:23][C@@H:27]([CH3:26])[C:37]([NH2:35])=[O:38])=[O:17])[CH:13]=2)=[CH:19][CH:20]=1. Procedure: A mixture of (5-(4-fluoro-benzyloxy)-2-iodo-phenyl]-acetic acid (example 45a, 355 mg, 0.919 mmol) and 1,1′-carbonyl-diimidazole (164 mg, 1.01 mmol) in N,N′-dimethylformamide (2 mL) was stirred at 50° C. for 1.5 h. H-L-alanine-NH2HCl (145 mg, 1.16 mmol) was added and the mixture was stirred at 50° C. overnight. Water was added and the product precipitated. The solid was filtrated (368 mg, 88%). MS: m/e=457.2 (M+H+).